From a dataset of the Open Reaction Database (ORD), a public repository of structured organic reaction records. describe an organic reaction: reactants, conditions, products, and yield Starting materials: C1CCOC1, CO, COC(=O)CC1CCC(c2ccc(NC(=O)c3nnc(Nc4cc(F)c(F)cc4F)o3)cn2)CC1, [Na+], [OH-]. The product is O=C(O)CC1CCC(c2ccc(NC(=O)c3nnc(Nc4cc(F)c(F)cc4F)o3)cn2)CC1. As a reaction SMILES: [CH2:38]1[O:39][CH2:40][CH2:41][CH2:42]1.[CH3:43][OH:44].[F:1][c:2]1[c:3]([NH:10][c:11]2[n:12][n:13][c:14]([C:16](=[O:17])[NH:18][c:19]3[cH:20][cH:21][c:22]([CH:25]4[CH2:26][CH2:27][CH:28]([CH2:31][C:32](=[O:33])[O:34][CH3:35])[CH2:29][CH2:30]4)[n:23][cH:24]3)[o:15]2)[cH:4][c:5]([F:9])[c:6]([F:8])[cH:7]1.[Na+:37].[OH-:36]>>[F:1][c:2]1[c:3]([NH:10][c:11]2[n:12][n:13][c:14]([C:16](=[O:17])[NH:18][c:19]3[cH:20][cH:21][c:22]([CH:25]4[CH2:26][CH2:27][CH:28]([CH2:31][C:32](=[O:33])[OH:34])[CH2:29][CH2:30]4)[n:23][cH:24]3)[o:15]2)[cH:4][c:5]([F:9])[c:6]([F:8])[cH:7]1. Starting materials: Cl(=O)(=O)(=O)[O-].COC=1C=2C=C3[N+](=CC2C=CC1)C=CS3 (9-methoxy-thiazolo[3,2-b]isoquinolinium perchlorate). Run in Br (HBr). Reaction conditions: temperature 115 celsius. The product is Cl(=O)(=O)(=O)[O-].OC=1C=2C=C3[N+](=CC2C=CC1)C=CS3 (9-hydroxy-thiazolo[3,2-b]isoquinolinium perchlorate). Isolated yield 14.9%. Reaction SMILES: [Cl:1]([O-:5])(=[O:4])(=[O:3])=[O:2].C[O:7][C:8]1[C:9]2[CH:10]=[C:11]3[S:20][CH:19]=[CH:18][N+:12]3=[CH:13][C:14]=2[CH:15]=[CH:16][CH:17]=1>Br>[Cl:1]([O-:5])(=[O:4])(=[O:3])=[O:2].[OH:7][C:8]1[C:9]2[CH:10]=[C:11]3[S:20][CH:19]=[CH:18][N+:12]3=[CH:13][C:14]=2[CH:15]=[CH:16][CH:17]=1 |f:0.1,3.4|. Reported procedure: A mixture of 9-methoxy-thiazolo[3,2-b]isoquinolinium perchlorate (7 g, 22.19 mmol) in 100 ml of 48% HBr was heated for 18 hours at 115° C. The mixture was concentrated in vacuo, the residue was dissolved in warm water and filtered. The filtrate was treated with sodium perchlorate, the resulting solid was filtered, and washed with water to afford 1.0 g (15%) of 9-hydroxy-thiazolo[3,2-b]isoquinolinium perchlorate (Formula II: A=thiazolo; R1 =H; R6 =9-OH; X- =ClO4-). Reactants: O=C(O)c1ccc(N2CC(F)(F)C2)c(-c2cccc(Cl)c2)n1, CC(C)CC(N)C(N)=O. The product is CC(C)CC(NC(=O)c1ccc(N2CC(F)(F)C2)c(-c2cccc(Cl)c2)n1)C(N)=O. RXN SMILES: [Cl:1][c:2]1[cH:3][c:4](-[c:8]2[c:9]([N:17]3[CH2:18][C:19]([F:21])([F:22])[CH2:20]3)[cH:10][cH:11][c:12]([C:14](=[O:15])[OH:16])[n:13]2)[cH:5][cH:6][cH:7]1.[NH2:23][CH:24]([C:25](=[O:26])[NH2:27])[CH2:28][CH:29]([CH3:30])[CH3:31]>>[Cl:1][c:2]1[cH:3][c:4](-[c:8]2[c:9]([N:17]3[CH2:18][C:19]([F:21])([F:22])[CH2:20]3)[cH:10][cH:11][c:12]([C:14](=[O:16])[NH:23][CH:24]([C:25](=[O:26])[NH2:27])[CH2:28][CH:29]([CH3:30])[CH3:31])[n:13]2)[cH:5][cH:6][cH:7]1. Reactants: [N+](=[N-])=C1C(=NC=N1)C(=O)N (5-diazoimidazole-4-carboxamide), C(C)OP(OCC)(=O)CN=C=O (Isocyanatomethyl-phosphonic acid diethyl ester), CCOCC (Et2O). Run in CS(=O)C (dimethylsulfoxide), CCOC(=O)C (EtOAc). Conditions: time 16 hour. Product: C(C)OP(OCC)(=O)CN1N=NC=2N(C1=O)C=NC2C(N)=O ((8-Carbamoyl-4-oxo-imidazo[5,1-d][1,2,3,5]tetrazin-3-ylmethyl)-phosphonic acid diethyl ester). Isolated yield 94.6%. RXN SMILES: [CH2:1]([O:3][P:4]([CH2:9][N:10]=[C:11]=[O:12])(=[O:8])[O:5][CH2:6][CH3:7])[CH3:2].[N+:13](=[C:15]1[N:19]=[CH:18][N:17]=[C:16]1[C:20]([NH2:22])=[O:21])=[N-:14].CCOCC>CCOC(C)=O.CS(C)=O>[CH2:6]([O:5][P:4]([CH2:9][N:10]1[C:11](=[O:12])[N:19]2[CH:18]=[N:17][C:16]([C:20](=[O:21])[NH2:22])=[C:15]2[N:13]=[N:14]1)(=[O:8])[O:3][CH2:1][CH3:2])[CH3:7]. Procedure details: Isocyanatomethyl-phosphonic acid diethyl ester (953 mg, 6.95 mmol) in EtOAc (10 mL) was added drop wise to a suspension of 5-diazoimidazole-4-carboxamide (0.5 g, 3.65 mmol) in dry dimethylsulfoxide (10 mL) at room temperature under nitrogen. The resulting mixture was stirred at room temperature for 16 hours. The mixture was poured into Et2O and the resultant collected by filtration and washed with Et2O (3 reaction volumes) and dried to give the title compound as a solid (1.14 g, 50%). 1H NMR (40... Reactants: ClC1=NC(=NC(=N1)NC)N1CCC(CC1)C(=O)NCC1=C(C=CC=C1)C(F)(F)F (1-[4-chloro-6-(methylamino)-1,3,5-triazin-2-yl]-N-{[2-(trifluoromethyl)phenyl]methyl}-4-piperidinecarboxamide), [O-]P(=O)([O-])[O-].[K+].[K+].[K+] (potassium phosphate tribasic), C1(CCCCC1)P(C1CCCCC1)C1CCCCC1 (tricyclohexylphosphine), C1(=CC=CC=C1)B(O)O (phenyl boronic acid). The reagents and catalysts are C(C)(=O)[O-].[Pd+2].C(C)(=O)[O-] (palladium (II) acetate). The solvent is O1CCOCC1 (1,4-dioxane), O (water), O (water). Reaction conditions: temperature 150 celsius. Yields the product CNC1=NC(=NC(=N1)C1=CC=CC=C1)N1CCC(CC1)C(=O)NCC1=C(C=CC=C1)C(F)(F)F (1-[4-(methylamino)-6-phenyl-1,3,5-triazin-2-yl]-N-{[2-(trifluoromethyl)phenyl]methyl}-4-piperidinecarboxamide). RXN SMILES: C1(P(C2CCCCC2)C2CCCCC2)CCCCC1.[C:20]1(B(O)O)[CH:25]=[CH:24][CH:23]=[CH:22][CH:21]=1.Cl[C:30]1[N:35]=[C:34]([NH:36][CH3:37])[N:33]=[C:32]([N:38]2[CH2:43][CH2:42][CH:41]([C:44]([NH:46][CH2:47][C:48]3[CH:53]=[CH:52][CH:51]=[CH:50][C:49]=3[C:54]([F:57])([F:56])[F:55])=[O:45])[CH2:40][CH2:39]2)[N:31]=1.[O-]P([O-])([O-])=O.[K+].[K+].[K+]>O.C([O-])(=O)C.[Pd+2].C([O-])(=O)C.O1CCOCC1>[CH3:37][NH:36][C:34]1[N:35]=[C:30]([C:20]2[CH:25]=[CH:24][CH:23]=[CH:22][CH:21]=2)[N:31]=[C:32]([N:38]2[CH2:39][CH2:40][CH:41]([C:44]([NH:46][CH2:47][C:48]3[CH:53]=[CH:52][CH:51]=[CH:50][C:49]=3[C:54]([F:57])([F:55])[F:56])=[O:45])[CH2:42][CH2:43]2)[N:33]=1 |f:3.4.5.6,8.9.10|. Procedure details: A 5 ml microwave vial was charged with palladium (II) acetate (0.38 mg, 0.0017 mmol, 0.010 equiv), tricyclohexylphosphine (0.95 mg, 0.0034 mmol, 0.020 equiv), and phenyl boronic acid (30.9 mg, 0.253 mmol, 1.50 equiv). A premixed solution of 1,4-dioxane (0.875 ml) and 1-[4-chloro-6-(methylamino)-1,3,5-triazin-2-yl]-N-{[2-(trifluoromethyl)phenyl]methyl}-4-piperidinecarboxamide was added, followed by a premixed solution of water (0.125 ml) and potassium phosphate tribasic (71.7 mg, 0.338 mmol, 2.00... Reaction SMILES: [BH4-:30].[C:1](#[N:2])[CH2:3][CH2:4][c:5]1[n:6][c:7]([F:29])[n:8]([C:10]([c:11]2[cH:12][cH:13][cH:14][cH:15][cH:16]2)([c:17]2[cH:18][cH:19][cH:20][cH:21][cH:22]2)[c:23]2[cH:24][cH:25][cH:26][cH:27][cH:28]2)[cH:9]1.[Co:39]([Cl:40])[Cl:41].[Na+:31].[OH2:32].[OH2:33].[OH2:34].[OH2:35].[OH2:36].[OH2:37].[OH2:38]>>[CH2:1]([NH2:2])[CH2:3][CH2:4][c:5]1[n:6][c:7]([F:29])[n:8]([C:10]([c:11]2[cH:12][cH:13][cH:14][cH:15][cH:16]2)([c:17]2[cH:18][cH:19][cH:20][cH:21][cH:22]2)[c:23]2[cH:24][cH:25][cH:26][cH:27][cH:28]2)[cH:9]1. Reactants: [BH4-], N#CCCc1cn(C(c2ccccc2)(c2ccccc2)c2ccccc2)c(F)n1, Cl[Co]Cl, [Na+], O, O, O, O, O, O, O. The product is NCCCc1cn(C(c2ccccc2)(c2ccccc2)c2ccccc2)c(F)n1. Starting materials: CS, Fc1cnccc1-c1nc2cc(C(F)(F)F)ccc2o1, [Na], CN(C)C=O, O. The product is CSc1cnccc1-c1nc2cc(C(F)(F)F)ccc2o1. Reaction SMILES: [CH3:22][SH:23].[F:1][c:2]1[cH:3][n:4][cH:5][cH:6][c:7]1-[c:8]1[o:9][c:10]2[c:11]([n:12]1)[cH:13][c:14]([C:17]([F:18])([F:19])[F:20])[cH:15][cH:16]2.[Na:21].[O:24]=[CH:25][N:26]([CH3:27])[CH3:28].[OH2:29]>>[c:2]1([S:23][CH3:22])[cH:3][n:4][cH:5][cH:6][c:7]1-[c:8]1[o:9][c:10]2[c:11]([n:12]1)[cH:13][c:14]([C:17]([F:18])([F:19])[F:20])[cH:15][cH:16]2. The reactants are CC(=O)[O-], [Li]CCCC, C1CCOC1, CC1(C)COC(C)(c2ccsc2)OC1, CCCCCC, NOS(=O)(=O)O, [Na+], O=S=O, O, O, O, O. Product: CC1(C)COC(C)(c2ccsc2S(N)(=O)=O)OC1. Reaction SMILES: [C:26]([O-:27])(=[O:28])[CH3:29].[CH2:15]([Li:16])[CH2:17][CH2:18][CH3:19].[CH2:44]1[O:45][CH2:46][CH2:47][CH2:48]1.[CH3:1][C:2]1([c:10]2[cH:11][s:12][cH:13][cH:14]2)[O:3][CH2:4][C:5]([CH3:8])([CH3:9])[CH2:6][O:7]1.[CH3:37][CH2:38][CH2:39][CH2:40][CH2:41][CH3:42].[NH2:31][O:32][S:33]([OH:34])(=[O:35])=[O:36].[Na+:30].[O:20]=[S:21]=[O:22].[OH2:23].[OH2:24].[OH2:25].[OH2:43]>>[CH3:1][C:2]1([c:10]2[c:11]([S:21](=[O:20])(=[O:22])[NH2:31])[s:12][cH:13][cH:14]2)[O:3][CH2:4][C:5]([CH3:8])([CH3:9])[CH2:6][O:7]1. The reactants are CC1=C(C=C(C=C1)Br)[N+](=O)[O-] (1-methyl-2-nitro-4-bromobenzene), COC(N(C)C)OC (dimethylformamide dimethylacetal). Solvent: C1(=CC=CC=C1)C (toluene). Yields the product BrC1=CC(=C(C=C1)/C=C/N(C)C)[N+](=O)[O-] ((E)-2-(4-bromo-2-nitrophenyl)-N,N-dimethylethenamine). As a reaction SMILES: [CH3:1][C:2]1[CH:7]=[CH:6][C:5]([Br:8])=[CH:4][C:3]=1[N+:9]([O-:11])=[O:10].CO[CH:14](OC)[N:15]([CH3:17])[CH3:16]>C1(C)C=CC=CC=1>[Br:8][C:5]1[CH:6]=[CH:7][C:2](/[CH:1]=[CH:14]/[N:15]([CH3:17])[CH3:16])=[C:3]([N+:9]([O-:11])=[O:10])[CH:4]=1. Procedure details: To a solution of 1-methyl-2-nitro-4-bromobenzene (17) (29.86 g, 138.2 mmol) in toluene (200 mL) was added dimethylformamide dimethylacetal (17.52 g, 138.2 mmol). The mixture was heated to reflux for 14 hours. After cooling to room temperature the mixture was concentrated under vacuum and the resulting oil was immediately used in the next reaction. The reactants are O=S(=O)(Nc1ccnc(Cl)c1)c1ccc(Br)cc1, O=S(=O)(Cl)c1ccc(Br)c(F)c1, CC1CN(c2ccnc(N)c2)CC(C)N1. Product: CC1CN(c2ccnc(NS(=O)(=O)c3ccc(Br)c(F)c3)c2)CC(C)N1. Reaction SMILES: [Br:1][c:2]1[cH:3][cH:4][c:5]([S:6]([NH:7][c:8]2[cH:9][cH:10][n:11][c:12]([Cl:13])[cH:14]2)(=[O:15])=[O:16])[cH:17][cH:18]1.[Br:34][c:35]1[c:36]([F:45])[cH:37][c:38]([S:41](=[O:42])(=[O:43])[Cl:44])[cH:39][cH:40]1.[CH3:19][CH:20]1[CH2:21][N:22]([c:27]2[cH:28][c:29]([NH2:33])[n:30][cH:31][cH:32]2)[CH2:23][CH:24]([CH3:26])[NH:25]1>>[CH3:19][CH:20]1[CH2:21][N:22]([c:27]2[cH:28][c:29]([NH:33][S:41]([c:38]3[cH:37][c:36]([F:45])[c:35]([Br:34])[cH:40][cH:39]3)(=[O:42])=[O:43])[n:30][cH:31][cH:32]2)[CH2:23][CH:24]([CH3:26])[NH:25]1.